From a dataset of the Open Reaction Database (ORD), a public repository of structured organic reaction records. describe an organic reaction: reactants, conditions, products, and yield Starting materials: CN1CCCC1=O, Cn1cc(-c2ccnc(Cl)n2)c2ccccc21, NC1CCC(O)CC1. Yields the product Cn1cc(-c2ccnc(NC3CCC(O)CC3)n2)c2ccccc21. Reaction SMILES: [CH3:26][N:27]1[CH2:28][CH2:29][CH2:30][C:31]1=[O:32].[Cl:9][c:10]1[n:11][cH:12][cH:13][c:14](-[c:16]2[cH:17][n:18]([CH3:25])[c:19]3[cH:20][cH:21][cH:22][cH:23][c:24]23)[n:15]1.[NH2:1][CH:2]1[CH2:3][CH2:4][CH:5]([OH:8])[CH2:6][CH2:7]1>>[NH:1]([CH:2]1[CH2:3][CH2:4][CH:5]([OH:8])[CH2:6][CH2:7]1)[c:10]1[n:11][cH:12][cH:13][c:14](-[c:16]2[cH:17][n:18]([CH3:25])[c:19]3[cH:20][cH:21][cH:22][cH:23][c:24]23)[n:15]1.